Dataset: the Open Reaction Database (ORD), a public repository of structured organic reaction records. Task: describe an organic reaction: reactants, conditions, products, and yield Starting materials: O=C1CCC(=O)N1Br, CC#N, CCOC(C)=O, COCCOc1nc(N)c2ncn(Cc3cccc(C#N)c3)c2n1. The product is COCCOc1nc(N)c2nc(OC)n(Cc3cccc(C#N)c3)c2n1. Reaction SMILES: [Br:25][N:26]1[C:27](=[O:28])[CH2:32][CH2:31][C:29]1=[O:30].[CH3:33][C:34]#[N:35].[CH3:36][CH2:37][O:38][C:39](=[O:40])[CH3:41].[NH2:1][c:2]1[c:3]2[n:4][cH:5][n:6]([CH2:16][c:17]3[cH:18][c:19]([C:20]#[N:21])[cH:22][cH:23][cH:24]3)[c:7]2[n:8][c:9]([O:11][CH2:12][CH2:13][O:14][CH3:15])[n:10]1>>[NH2:1][c:2]1[c:3]2[n:4][c:5]([O:28][CH3:27])[n:6]([CH2:16][c:17]3[cH:18][c:19]([C:20]#[N:21])[cH:22][cH:23][cH:24]3)[c:7]2[n:8][c:9]([O:11][CH2:12][CH2:13][O:14][CH3:15])[n:10]1. Starting materials: C1(=CC=CC=C1)C(=S)NN (benzenecarbothioic acid hydrazide), C(C=O)(=O)OCC (ethyl glyoxylate). Run in C(C)O (ethanol). The product is C1(=CC=CC=C1)C1=NNC(S1)C(=O)OCC (Ethyl 2,3-dihydro-5-phenyl-1,3,4-thiadiazole-2-carboxylate). The yield is 112.7%. RXN SMILES: [C:1]1([C:7]([NH:9][NH2:10])=[S:8])[CH:6]=[CH:5][CH:4]=[CH:3][CH:2]=1.[C:11]([O:15][CH2:16][CH3:17])(=[O:14])[CH:12]=O>C(O)C>[C:1]1([C:7]2[S:8][CH:12]([C:11]([O:15][CH2:16][CH3:17])=[O:14])[NH:10][N:9]=2)[CH:6]=[CH:5][CH:4]=[CH:3][CH:2]=1. Procedure: A solution of benzenecarbothioic acid hydrazide (0.4g) and ethyl glyoxylate (0.4g) in ethanol (1 ml) was stirred at room temperature for 2 hours. The solvent was removed by evaporation and the residue re-evaporated with toluene (x2) to yield the sub-title product (0.7g) as a gum. Starting materials: O=C([O-])[O-], COCCOC, COc1cncc(B2OC(C)(C)C(C)(C)O2)c1, CC(C)(C)C(=O)Nc1ccc(-c2nc(Cl)cc(N3CCOCC3)n2)cn1, [Na+], [Na+]. Yields the product COc1cncc(-c2cc(N3CCOCC3)nc(-c3ccc(NC(=O)C(C)(C)C)nc3)n2)c1. Reaction SMILES: [C:44](=[O:45])([O-:46])[O-:47].[CH2:50]([CH2:51][O:52][CH3:53])[O:54][CH3:55].[CH3:27][O:28][c:29]1[cH:30][n:31][cH:32][c:33]([B:35]2[O:36][C:37]([CH3:38])([CH3:39])[C:40]([CH3:41])([CH3:42])[O:43]2)[cH:34]1.[Cl:1][c:2]1[n:3][c:4](-[c:14]2[cH:15][cH:16][c:17]([NH:20][C:21]([C:22]([CH3:23])([CH3:24])[CH3:25])=[O:26])[n:18][cH:19]2)[n:5][c:6]([N:8]2[CH2:9][CH2:10][O:11][CH2:12][CH2:13]2)[cH:7]1.[Na+:48].[Na+:49]>>[c:2]1(-[c:33]2[cH:32][n:31][cH:30][c:29]([O:28][CH3:27])[cH:34]2)[n:3][c:4](-[c:14]2[cH:15][cH:16][c:17]([NH:20][C:21]([C:22]([CH3:23])([CH3:24])[CH3:25])=[O:26])[n:18][cH:19]2)[n:5][c:6]([N:8]2[CH2:9][CH2:10][O:11][CH2:12][CH2:13]2)[cH:7]1. The reactants are Clc1ccc(Br)c(CBr)c1, COCCOc1ccc(O)cc1, CC#N, [K+], [K+], O=C([O-])[O-]. Yields the product COCCOc1ccc(OCc2cc(Cl)ccc2Br)cc1. Reaction SMILES: [Br:1][c:2]1[c:3]([CH2:9][Br:10])[cH:4][c:5]([Cl:8])[cH:6][cH:7]1.[CH3:17][O:18][CH2:19][CH2:20][O:21][c:22]1[cH:23][cH:24][c:25]([OH:28])[cH:26][cH:27]1.[CH3:29][C:30]#[N:31].[K+:11].[K+:12].[O-:13][C:14]([O-:15])=[O:16]>>[Br:1][c:2]1[c:3]([CH2:9][O:28][c:25]2[cH:24][cH:23][c:22]([O:21][CH2:20][CH2:19][O:18][CH3:17])[cH:27][cH:26]2)[cH:4][c:5]([Cl:8])[cH:6][cH:7]1. Starting materials: NC1(COC1)CNC1=CC(=NC2=CC=C(C=C12)C)N1CCS(C2=C(C1)C=CC=C2F)(=O)=O (N-[(3-Aminooxetan-3-yl)methyl]-2-(9-fluoro-1,1-dioxido-2,3-dihydro-1,4-benzothiazepin-4(5H)-yl)-6-methylquinolin-4-amine), C[O-].[Na+] (sodium methoxide). Run in CO (methanol). Reaction conditions: temperature 100 celsius, time 20 minute. The product is NC1(COC1)CNC1=CC(=NC2=CC=C(C=C12)C)N1CCS(C2=C(C1)C=CC=C2OC)(=O)=O (N-[(3-Aminooxetan-3-yl)methyl]-2-(9-methoxy-1,1-dioxido-2,3-dihydro-1,4-benzothiazepin-4(5H)-yl)-6-methylquinolin-4-amine). Yield: 29.1%. Reaction SMILES: [NH2:1][C:2]1([CH2:6][NH:7][C:8]2[C:17]3[C:12](=[CH:13][CH:14]=[C:15]([CH3:18])[CH:16]=3)[N:11]=[C:10]([N:19]3[CH2:25][C:24]4[CH:26]=[CH:27][CH:28]=[C:29](F)[C:23]=4[S:22](=[O:32])(=[O:31])[CH2:21][CH2:20]3)[CH:9]=2)[CH2:5][O:4][CH2:3]1.[CH3:33][O-:34].[Na+]>CO>[NH2:1][C:2]1([CH2:6][NH:7][C:8]2[C:17]3[C:12](=[CH:13][CH:14]=[C:15]([CH3:18])[CH:16]=3)[N:11]=[C:10]([N:19]3[CH2:25][C:24]4[CH:26]=[CH:27][CH:28]=[C:29]([O:34][CH3:33])[C:23]=4[S:22](=[O:32])(=[O:31])[CH2:21][CH2:20]3)[CH:9]=2)[CH2:5][O:4][CH2:3]1 |f:1.2|. Procedure: A mixture of N-[(3-aminooxetan-3-yl)methyl]-2-(9-fluoro-1,1-dioxido-2,3-dihydro-1,4-benzothiazepin-4(5H)-yl)-6-methylquinolin-4-amine (20 mg, 0.044 mmol, prepared in analogy to Example 1-4) and sodium methoxide (24 mg, 0.44 mmol) in methanol (2 mL) was heated with stirring in a sealed 5 mL of microwave process via for 20 minutes at 100° C. under microwave irradiation. The resulting mixture was concentrated in vacuo. The residue was purified by preparative HPLC to afford 6 mg of the product (yiel...